This data is from the Open Reaction Database (ORD), a public repository of structured organic reaction records. The task is: describe an organic reaction: reactants, conditions, products, and yield Reactants: [N+](=O)([O-])C=1C=C(C=CC1C1=CC=CC=C1)/C=C/C(=O)OC(C)(C)C (tert-Butyl trans-3-(3-nitro-4-phenylphenyl)acrylate). Reagents/catalysts: [C].[Pd] (palladium-carbon). Solvent: CO (methanol), C(C)(=O)OCC (ethyl acetate). Run at time 16 hour. Product: NC=1C=C(C=CC1C1=CC=CC=C1)CCC(=O)OC(C)(C)C (tert-butyl 3-(3-amino-4-phenylphenyl)propionate). Yield: 99.9%. RXN SMILES: [N+:1]([C:4]1[CH:5]=[C:6](/[CH:16]=[CH:17]/[C:18]([O:20][C:21]([CH3:24])([CH3:23])[CH3:22])=[O:19])[CH:7]=[CH:8][C:9]=1[C:10]1[CH:15]=[CH:14][CH:13]=[CH:12][CH:11]=1)([O-])=O>CO.C(OCC)(=O)C.[C].[Pd]>[NH2:1][C:4]1[CH:5]=[C:6]([CH2:16][CH2:17][C:18]([O:20][C:21]([CH3:24])([CH3:23])[CH3:22])=[O:19])[CH:7]=[CH:8][C:9]=1[C:10]1[CH:15]=[CH:14][CH:13]=[CH:12][CH:11]=1 |f:3.4|. Procedure details: tert-Butyl trans-3-(3-nitro-4-phenylphenyl)acrylate (6.52 g, 20.0 mmol) was dissolved in methanol (100 mL) and ethyl acetate (100 mL), 10% palladium-carbon (500 mg) was added thereto, and the mixture was stirred under a hydrogen atmosphere at room temperature for 16 hours. The reaction solution was filtered through celite and the filtrate was concentrated under reduced pressure to obtain tert-butyl 3-(3-amino-4-phenylphenyl)propionate (5.94 g). The reactants are N#Cc1nnc(Br)s1, Cl, FC(F)(F)c1ccccc1OC1CCNC1. Yields the product N#Cc1nnc(N2CCC(Oc3ccccc3C(F)(F)F)C2)s1. Reaction SMILES: [Br:18][c:19]1[n:20][n:21][c:22]([C:24]#[N:25])[s:23]1.[ClH:1].[F:2][C:3]([c:4]1[c:5]([O:6][CH:7]2[CH2:8][NH:9][CH2:10][CH2:11]2)[cH:12][cH:13][cH:14][cH:15]1)([F:16])[F:17]>>[F:2][C:3]([c:4]1[c:5]([O:6][CH:7]2[CH2:8][N:9]([c:19]3[n:20][n:21][c:22]([C:24]#[N:25])[s:23]3)[CH2:10][CH2:11]2)[cH:12][cH:13][cH:14][cH:15]1)([F:16])[F:17].